This data is from the Open Reaction Database (ORD), a public repository of structured organic reaction records. The task is: describe an organic reaction: reactants, conditions, products, and yield Procedure: Using a method similar to Example 324, 6-(4-piperidin-3-yl-phenoxy)-nicotinamide (free base of compound of example 322) (0.98 mL of 0.12 M stock solution in methanol, 0.0343 g, 0.115 mmol), 3-fluoro-benzaldehyde (0.0180 mL, 0.170 mmol), and sodium borohydride (0.0102 g, 0.270 mmol) provide 0.0193 g (41%) of the title compound as a white foam: high resolution mass spectrum (electrospray): m/z calc for C24H25FN3O2 406.1931, found 406.1917; 1H NMR (CDCl3): 8.56 (d, 1H, J=2.4 Hz), 8.14 (dd, 1H, J=2.... Yield: 41.4%. Reactants: Cl.N1CC(CCC1)C1=CC=C(OC2=NC=C(C(=O)N)C=C2)C=C1 ((±)-6-(4-Piperidin-3-yl-phenoxy)-nicotinamide hydrochloride), [BH4-].[Na+] (sodium borohydride), Cl.N1CC(CCC1)C1=CC=C(OC2=NC=C(C(=O)N)C=C2)C=C1 ((±)-6-(4-Piperidin-3-yl-phenoxy)-nicotinamide hydrochloride), FC=1C=C(C=O)C=CC1 (3-fluoro-benzaldehyde). Reaction SMILES: Cl.[NH:2]1[CH2:7][CH2:6][CH2:5][CH:4]([C:8]2[CH:23]=[CH:22][C:11]([O:12][C:13]3[CH:21]=[CH:20][C:16]([C:17]([NH2:19])=[O:18])=[CH:15][N:14]=3)=[CH:10][CH:9]=2)[CH2:3]1.[F:24][C:25]1[CH:26]=[C:27]([CH:30]=[CH:31][CH:32]=1)[CH:28]=O.[BH4-].[Na+]>>[F:24][C:25]1[CH:26]=[C:27]([CH:30]=[CH:31][CH:32]=1)[CH2:28][N:2]1[CH2:7][CH2:6][CH2:5][CH:4]([C:8]2[CH:9]=[CH:10][C:11]([O:12][C:13]3[CH:21]=[CH:20][C:16]([C:17]([NH2:19])=[O:18])=[CH:15][N:14]=3)=[CH:22][CH:23]=2)[CH2:3]1 |f:0.1,3.4|. The product is FC=1C=C(CN2CC(CCC2)C2=CC=C(OC3=NC=C(C(=O)N)C=C3)C=C2)C=CC1 ((±)-6-[4-(1-(3-Fluoro-benzyl)-piperidin-3-yl)-phenoxy]-nicotinamide). Starting materials: ice water, [N+](=O)(O)[O-] (nitric acid), OC1=C(C=C(C=C1)C(CCCC1=CC=CC=C1)=O)OC (4'-hydroxy-3'-methoxy-4- phenylbutyrophenone). Run in C(C)(=O)OCC (ethyl acetate), C(C)(=O)O (acetic acid), C(C)(=O)O (acetic acid). Run at time 2 hour. Yields the product OC1=C(C=C(C=C1[N+](=O)[O-])C(CCCC1=CC=CC=C1)=O)OC (4'-hydroxy-3'-methoxy-5'-nitro-4-phenylbutyrophenone). As a reaction SMILES: [N+:1]([O-:4])(O)=[O:2].[OH:5][C:6]1[CH:11]=[CH:10][C:9]([C:12](=[O:22])[CH2:13][CH2:14][CH2:15][C:16]2[CH:21]=[CH:20][CH:19]=[CH:18][CH:17]=2)=[CH:8][C:7]=1[O:23][CH3:24]>C(O)(=O)C.C(OCC)(=O)C>[OH:5][C:6]1[C:11]([N+:1]([O-:4])=[O:2])=[CH:10][C:9]([C:12](=[O:22])[CH2:13][CH2:14][CH2:15][C:16]2[CH:17]=[CH:18][CH:19]=[CH:20][CH:21]=2)=[CH:8][C:7]=1[O:23][CH3:24]. Procedure details: A solution of 0.79 ml of 65 percent nitric acid in 25 ml of glacial acetic acid is added dropwise to a solution of 2.2 g of 4'-hydroxy-3'-methoxy-4- phenylbutyrophenone in 25 ml of glacial acetic acid and the mixture is stirred at room temperature for an additional 2 hours. The mixture is poured into 150 ml of ice-water and, after treatment with 20 ml of 3N hydrochloric acid, extracted three times with 75 ml of ethyl acetate each time. The organic phase is washed with water, dried over sodium su...